Dataset: the Open Reaction Database (ORD), a public repository of structured organic reaction records. Task: describe an organic reaction: reactants, conditions, products, and yield Reactants: C([O-])(O)=O.[Na+] (sodium bicarbonate), N1=CC=CC=C1 (pyridine), FC1=CC=C2[C@@]([C@H](COC2=C1)CO)(C)NC(=S)NC(C1=CC=CC=C1)=O (rel-N-(((3S,4S)-7-fluoro-3-(hydroxymethyl)-4-methylchroman-4-yl)carbamothioyl)benzamide), S(=O)(=O)(C(F)(F)F)OS(=O)(=O)C(F)(F)F (Triflic anhydride). Solvent: C(C)(=O)OCC (ethyl acetate), C(Cl)Cl (DCM). Reaction conditions: temperature -78 celsius, time 15 minute. Product: FC=1C=CC2=C(C1)OC[C@H]1[C@@]2(N=C(SC1)NC(C1=CC=CC=C1)=O)C (rel-N-((4aR,10bS)-8-fluoro-10b-methyl-4,4a,5,10b-tetrahydrochromeno[4,3-d][1,3]thiazin-2-yl)benzamide). Reaction SMILES: N1C=CC=CC=1.[F:7][C:8]1[CH:17]=[C:16]2[C:11]([C@:12]([NH:21][C:22]([NH:24][C:25](=[O:32])[C:26]3[CH:31]=[CH:30][CH:29]=[CH:28][CH:27]=3)=[S:23])([CH3:20])[C@@H:13]([CH2:18]O)[CH2:14][O:15]2)=[CH:10][CH:9]=1.S(OS(C(F)(F)F)(=O)=O)(C(F)(F)F)(=O)=O.C(=O)(O)[O-].[Na+]>C(OCC)(=O)C.C(Cl)Cl>[F:7][C:8]1[CH:9]=[CH:10][C:11]2[C@@:12]3([CH3:20])[N:21]=[C:22]([NH:24][C:25](=[O:32])[C:26]4[CH:31]=[CH:30][CH:29]=[CH:28][CH:27]=4)[S:23][CH2:18][C@H:13]3[CH2:14][O:15][C:16]=2[CH:17]=1 |f:3.4|. Procedure: DCM (40 mL) and pyridine (0.539 mL, 6.67 mmol) were added to rel-N-(((3S,4S)-7-fluoro-3-(hydroxymethyl)-4-methylchroman-4-yl)carbamothioyl)benzamide from step F4 (832 mg, 2.22 mmol), under an atmosphere of dry nitrogen. The mixture was cooled to −78° C. Triflic anhydride (0.751 mL, 4.44 mmol) was slowly added to the reaction solution over 10 min. The resulting mixture was stirred for 15 min and then further stirred for 1 h while warming to 0° C. After adding ethyl acetate, a saturated solution o... Reactants: ClCC1=NC2=CC(=C(C=C2C(=C1C(=O)OCC)C1=CC(=C(C=C1)Cl)Cl)OC)OC (ethyl 2-chloromethyl-4-(3,4-dichlorophenyl)-6,7-dimethoxyquinoline-3-carboxylate), C(C)NCC (diethylamine). The product is ClC=1C=C(C=CC1Cl)C1=C(C(=NC2=CC(=C(C=C12)OC)OC)CN(CC)CC)C(=O)OCC (ethyl 4-(3,4-dichlorophenyl)-2-(N,N-diethylaminomethyl)-6,7-dimethoxyquinoline-3-carboxylate). As a reaction SMILES: Cl[CH2:2][C:3]1[C:12]([C:13]([O:15][CH2:16][CH3:17])=[O:14])=[C:11]([C:18]2[CH:23]=[CH:22][C:21]([Cl:24])=[C:20]([Cl:25])[CH:19]=2)[C:10]2[C:5](=[CH:6][C:7]([O:28][CH3:29])=[C:8]([O:26][CH3:27])[CH:9]=2)[N:4]=1.[CH2:30]([NH:32][CH2:33][CH3:34])[CH3:31]>>[Cl:25][C:20]1[CH:19]=[C:18]([C:11]2[C:10]3[C:5](=[CH:6][C:7]([O:28][CH3:29])=[C:8]([O:26][CH3:27])[CH:9]=3)[N:4]=[C:3]([CH2:2][N:32]([CH2:33][CH3:34])[CH2:30][CH3:31])[C:12]=2[C:13]([O:15][CH2:16][CH3:17])=[O:14])[CH:23]=[CH:22][C:21]=1[Cl:24]. Procedure: According to the same manner as that described in Example 33, ethyl 2-chloromethyl-4-(3,4-dichlorophenyl)-6,7-dimethoxyquinoline-3-carboxylate was reacted with diethylamine to give ethyl 4-(3,4-dichlorophenyl)-2-(N,N-diethylaminomethyl)-6,7-dimethoxyquinoline-3-carboxylate. This compound was recrystallized from ethyl acetate - hexane. Colorless prisms, mp. 157°-158° C. Starting materials: CCO, CO, Cl, O=[N+]([O-])c1ccccc1NC(=S)NCCN1CCC(Nc2nc3ccccc3n2Cc2ccc(F)cc2)CC1, N, O. As a reaction SMILES: [CH3:41][CH2:42][OH:43].[CH3:45][OH:46].[ClH:40].[F:1][c:2]1[cH:3][cH:4][c:5]([CH2:8][n:9]2[c:10]([NH:18][CH:19]3[CH2:20][CH2:21][N:22]([CH2:25][CH2:26][NH:27][C:28](=[S:29])[NH:30][c:31]4[c:32]([N+:37]([O-:38])=[O:39])[cH:33][cH:34][cH:35][cH:36]4)[CH2:23][CH2:24]3)[n:11][c:12]3[c:13]2[cH:14][cH:15][cH:16][cH:17]3)[cH:6][cH:7]1.[NH3:44].[OH2:47]>>[F:1][c:2]1[cH:3][cH:4][c:5]([CH2:8][n:9]2[c:10]([NH:18][CH:19]3[CH2:20][CH2:21][N:22]([CH2:25][CH2:26][NH:27][C:28](=[S:29])[NH:30][c:31]4[c:32]([NH2:37])[cH:33][cH:34][cH:35][cH:36]4)[CH2:23][CH2:24]3)[n:11][c:12]3[c:13]2[cH:14][cH:15][cH:16][cH:17]3)[cH:6][cH:7]1. The product is Nc1ccccc1NC(=S)NCCN1CCC(Nc2nc3ccccc3n2Cc2ccc(F)cc2)CC1. Starting materials: FC=1C=C2C(=NC(=NC2=CC1)C1=C(C=CC=C1)O)N1CCN(CC1)C([C@@H](CC(C)(C)C)O)=O ((R)-1-(4-(6-fluoro-2-(2-hydroxyphenyl)quinazolin-4-yl)piperazin-1-yl)-2-hydroxy-4,4-dimethylpentan-1-one), Cl (HCl), CCOCC (ether), CCOCC (ether). Solvent: C(Cl)Cl (CH2Cl2). Product: Cl.FC=1C=C2C(=NC(=NC2=CC1)C1=C(C=CC=C1)O)N1CCN(CC1)C([C@@H](CC(C)(C)C)O)=O ((R)-1-(4-(6-fluoro-2-(2-hydroxyphenyl)quinazolin-4-yl)piperazin-1-yl)-2-hydroxy-4,4-dimethylpentan-1-one hydrochloride). Yield: 92.0%. RXN SMILES: [F:1][C:2]1[CH:3]=[C:4]2[C:9](=[CH:10][CH:11]=1)[N:8]=[C:7]([C:12]1[CH:17]=[CH:16][CH:15]=[CH:14][C:13]=1[OH:18])[N:6]=[C:5]2[N:19]1[CH2:24][CH2:23][N:22]([C:25](=[O:33])[C@H:26]([OH:32])[CH2:27][C:28]([CH3:31])([CH3:30])[CH3:29])[CH2:21][CH2:20]1.[ClH:34].CCOCC>C(Cl)Cl>[ClH:34].[F:1][C:2]1[CH:3]=[C:4]2[C:9](=[CH:10][CH:11]=1)[N:8]=[C:7]([C:12]1[CH:17]=[CH:16][CH:15]=[CH:14][C:13]=1[OH:18])[N:6]=[C:5]2[N:19]1[CH2:24][CH2:23][N:22]([C:25](=[O:33])[C@H:26]([OH:32])[CH2:27][C:28]([CH3:29])([CH3:30])[CH3:31])[CH2:21][CH2:20]1 |f:4.5|. Procedure details: To a solution of (R)-1-(4-(6-fluoro-2-(2-hydroxyphenyl)quinazolin-4-yl)piperazin-1-yl)-2-hydroxy-4,4-dimethylpentan-1-one (230 mg, 0.51 mmol) in CH2Cl2 (3 mL) under an inert atmosphere was added dropwise a 2 M HCl solution in ether (02.55 mL, 0.51 mmol). To it was then added ether (15 mL) which resulted in formation of a precipitate that was allowed to stir for an hour. The product was collected by vacuum filtration and dried to afford (R)-1-(4-(6-fluoro-2-(2-hydroxyphenyl)quinazolin-4-yl)pipera... The reactants are NC1=NC(=C(C=C1)N)C (2,5-Diamino-6-methylpyridine), C1=CC=C(C=C1)OC(=NC#N)OC2=CC=CC=C2 (diphenylcyanocarbonimidate). The solvent is COCCOC (ethylene glycol dimethyl ether). Yields the product NC1=CC=C(C(=N1)C)NC(OC1=CC=CC=C1)=NC#N (N-(6-Amino-2-methyl-3-pyridyl)-N'-cyano-O-phenylisourea). The yield is 41.2%. Reaction SMILES: [NH2:1][C:2]1[CH:7]=[CH:6][C:5]([NH2:8])=[C:4]([CH3:9])[N:3]=1.[CH:10]1[CH:15]=[CH:14][C:13]([O:16][C:17](OC2C=CC=CC=2)=[N:18][C:19]#[N:20])=[CH:12][CH:11]=1>COCCOC>[NH2:1][C:2]1[N:3]=[C:4]([CH3:9])[C:5]([NH:8][C:17](=[N:18][C:19]#[N:20])[O:16][C:13]2[CH:14]=[CH:15][CH:10]=[CH:11][CH:12]=2)=[CH:6][CH:7]=1. Procedure details: A stirred mixture of the product from Step 1 (4.34 g, 0.0353 mol), diphenylcyanocarbonimidate (8.4 g, 0.0353 mol) and ethylene glycol dimethyl ether (40 ml) was kept under nitrogen at ambient temperature (25° C.) for 18 hours. The mixture was concentrated and the residue was purified by silica gel chromatography and crystallization from MeOH-EtOAc-hexane to give 3.89 g of the titled product, mp 189°-190° C.